From a dataset of the Open Reaction Database (ORD), a public repository of structured organic reaction records. describe an organic reaction: reactants, conditions, products, and yield Starting materials: O (water), P(=O)(OC1=CC=CC=C1)(OC1=CC=CC=C1)Cl (diphenyl chlorophosphate), [N+](=[N-])=C(C(=O)OCC=C)C([C@H](C)[C@H]1NC([C@@H]1[C@@H](C)O)=O)=O (allyl (4R)-2-diazo-4-[(2R,3S)-3-{(1R)-1-hydroxyethyl}-4-oxoazetidin-2-yl]-3-oxopentanoate), C(C=C)OC(=O)N1[C@@H](C[C@@H](C1)S)COCCF ((2S,4S)-1-allyloxycarbonyl-2-(2-fluoroethyloxymethyl)-4-mercaptopyrrolidine). The reagents and catalysts are C(CCCCCCC)(=O)[O-].[Rh+2].C(CCCCCCC)(=O)[O-] (rhodium(II) octanoate), C(CCCCCCC)(=O)[O-].[Rh+2].C(CCCCCCC)(=O)[O-] (rhodium(II) octanoate). The solvent is C(C)(=O)OCC (ethyl acetate), C(C)#N (acetonitrile), C(C)(C)N(CC)C(C)C (N,N-diisopropyl-N-ethylamine), C(C)(=O)OCC (ethyl acetate), C(C)#N (acetonitrile), C(C)(C)N(CC)C(C)C (N,N-diisopropyl-N-ethylamine). Reaction conditions: time 20 minute. The product is C(C=C)OC(=O)N1[C@@H](C[C@@H](C1)SC1=C(N2C([C@@H]([C@H]2[C@H]1C)[C@@H](C)O)=O)C(=O)OCC=C)COCCF (allyl (4R,5S,6S)-3-[(2S,4S)-1-allyloxycarbonyl-2-(2-fluoroethyloxymethyl)pyrrolidin-4-yl]thio-6-[(1R)-1-hydroxyethyl]-4-methyl-7-oxo-1-azabicyclo[3.2.0]hept-2-ene-2-carboxylate). Isolated yield 39.1%. RXN SMILES: [N+](=[C:3]([C:10](=O)[C@@H:11]([C@@H:13]1[C@@H:16]([C@H:17]([OH:19])[CH3:18])[C:15](=[O:20])[NH:14]1)[CH3:12])[C:4]([O:6][CH2:7][CH:8]=[CH2:9])=[O:5])=[N-].P(Cl)(OC1C=CC=CC=1)(OC1C=CC=CC=1)=O.[CH2:39]([O:42][C:43]([N:45]1[CH2:49][C@@H:48]([SH:50])[CH2:47][C@H:46]1[CH2:51][O:52][CH2:53][CH2:54][F:55])=[O:44])[CH:40]=[CH2:41].O>C(OCC)(=O)C.C(#N)C.C(N(C(C)C)CC)(C)C.C([O-])(=O)CCCCCCC.[Rh+2].C([O-])(=O)CCCCCCC>[CH2:39]([O:42][C:43]([N:45]1[CH2:49][C@@H:48]([S:50][C:10]2[C@H:11]([CH3:12])[C@H:13]3[N:14]([C:15](=[O:20])[C@@H:16]3[C@H:17]([OH:19])[CH3:18])[C:3]=2[C:4]([O:6][CH2:7][CH:8]=[CH2:9])=[O:5])[CH2:47][C@H:46]1[CH2:51][O:52][CH2:53][CH2:54][F:55])=[O:44])[CH:40]=[CH2:41] |f:7.8.9|. Reported procedure: To a solution of allyl (4R)-2-diazo-4-[(2R,3S)-3-{(1R)-1-hydroxyethyl}-4-oxoazetidin-2-yl]-3-oxopentanoate (3.80 g) in ethyl acetate (20 ml) was added rhodium(II) octanoate (20 mg) under reflux in a stream of nitrogen. After 20 minutes, rhodium(II) octanoate (20 mg) was added to the mixture at the same condition. The mixture was refluxed for 40 minutes and concentrated under reduced pressure to give a syrup. The syrup was dissolved in acetonitrile (20 ml) and cooled at 0°-5° C. under atmosphere ... The reactants are O=C(O)c1ccc2c(C3CCCCC3)c(Br)[nH]c2c1, O=C(c1ncc[nH]1)c1ncc[nH]1, C1CCC2=NCCCN2CC1, C1CCOC1, CN(C)S(N)(=O)=O, CCOC(C)=O. The product is CN(C)S(=O)(=O)NC(=O)c1ccc2c(C3CCCCC3)c(Br)[nH]c2c1. RXN SMILES: [Br:13][c:14]1[nH:15][c:16]2[cH:17][c:18]([C:29](=[O:30])[OH:31])[cH:19][cH:20][c:21]2[c:22]1[CH:23]1[CH2:24][CH2:25][CH2:26][CH2:27][CH2:28]1.[C:1]([c:2]1[nH:3][cH:4][cH:5][n:6]1)([c:7]1[nH:8][cH:9][cH:10][n:11]1)=[O:12].[CH2:39]1[CH2:40][CH2:41][C:42]2=[N:47][CH2:46][CH2:45][CH2:44][N:43]2[CH2:48][CH2:49]1.[CH2:50]1[O:51][CH2:52][CH2:53][CH2:54]1.[CH3:32][N:33]([S:34](=[O:35])(=[O:36])[NH2:37])[CH3:38].[CH3:55][CH2:56][O:57][C:58]([CH3:59])=[O:60]>>[Br:13][c:14]1[nH:15][c:16]2[cH:17][c:18]([C:29](=[O:31])[NH:37][S:34]([N:33]([CH3:32])[CH3:38])(=[O:35])=[O:36])[cH:19][cH:20][c:21]2[c:22]1[CH:23]1[CH2:24][CH2:25][CH2:26][CH2:27][CH2:28]1.